This data is from the Open Reaction Database (ORD), a public repository of structured organic reaction records. The task is: describe an organic reaction: reactants, conditions, products, and yield Starting materials: CC(=O)Cl, CC(C)CN(C(CO)CCCCNC(=O)C(N)Cc1ccc2ccccc2c1)S(=O)(=O)c1ccc(N)cc1. The product is CC(=O)NC(Cc1ccc2ccccc2c1)C(=O)NCCCCC(CO)N(CC(C)C)S(=O)(=O)c1ccc(N)cc1. Reaction SMILES: [CH3:39][C:40]([Cl:41])=[O:42].[NH2:1][CH:2]([C:3](=[O:4])[NH:5][CH2:6][CH2:7][CH2:8][CH2:9][CH:10]([CH2:11][OH:12])[N:13]([CH2:14][CH:15]([CH3:16])[CH3:17])[S:18](=[O:19])(=[O:20])[c:21]1[cH:22][cH:23][c:24]([NH2:27])[cH:25][cH:26]1)[CH2:28][c:29]1[cH:30][c:31]2[cH:32][cH:33][cH:34][cH:35][c:36]2[cH:37][cH:38]1>>[NH:1]([CH:2]([C:3](=[O:4])[NH:5][CH2:6][CH2:7][CH2:8][CH2:9][CH:10]([CH2:11][OH:12])[N:13]([CH2:14][CH:15]([CH3:16])[CH3:17])[S:18](=[O:19])(=[O:20])[c:21]1[cH:22][cH:23][c:24]([NH2:27])[cH:25][cH:26]1)[CH2:28][c:29]1[cH:30][c:31]2[cH:32][cH:33][cH:34][cH:35][c:36]2[cH:37][cH:38]1)[C:40]([CH3:39])=[O:42]. Yields the product FC=1C(=C(C2=C(C(CO2)=O)C1)C#CC1CCN(CC1)C(=O)OC(C)(C)C)OC (tert-butyl 4-[(5-fluoro-6-methoxy-3-oxo-2,3-dihydrobenzofuran-7-yl)ethynyl]piperidine-1-carboxylate). Conditions: temperature 50 celsius, time 4 hour. Starting materials: FC=1C(=C(C2=C(C(CO2)=O)C1)I)OC (5-fluoro-7-iodo-6-methoxybenzofuran-3(2H)-one), C(#C)C1CCN(CC1)C(=O)OC(C)(C)C (tert-butyl 4-ethynylpiperidine-1-carboxylate). Yield: 70.1%. Reported procedure: A solution of 5-fluoro-7-iodo-6-methoxybenzofuran-3(2H)-one (0.0582 g, 0.184 mmol) in triethylamine (3 mL) was added with tert-butyl 4-ethynylpiperidine-1-carboxylate (0.0389 g, 0.184 mmol), dichlorobis(triphenylphosphine)palladium(II) (0.0129 g, 0.0184 mmol) and copper(I) iodide (0.00350 g, 0.0184 mmol), and the mixture was stirred at 50° C. for 4 hours. The reaction mixture was concentrated, and the resulting residue was purified by silica gel column chromatography (hexane/ethyl acetate) to ob... RXN SMILES: [F:1][C:2]1[C:3]([O:13][CH3:14])=[C:4](I)[C:5]2[O:9][CH2:8][C:7](=[O:10])[C:6]=2[CH:11]=1.[C:15]([CH:17]1[CH2:22][CH2:21][N:20]([C:23]([O:25][C:26]([CH3:29])([CH3:28])[CH3:27])=[O:24])[CH2:19][CH2:18]1)#[CH:16]>C(N(CC)CC)C.Cl[Pd](Cl)([P](C1C=CC=CC=1)(C1C=CC=CC=1)C1C=CC=CC=1)[P](C1C=CC=CC=1)(C1C=CC=CC=1)C1C=CC=CC=1.[Cu]I>[F:1][C:2]1[C:3]([O:13][CH3:14])=[C:4]([C:16]#[C:15][CH:17]2[CH2:18][CH2:19][N:20]([C:23]([O:25][C:26]([CH3:29])([CH3:28])[CH3:27])=[O:24])[CH2:21][CH2:22]2)[C:5]2[O:9][CH2:8][C:7](=[O:10])[C:6]=2[CH:11]=1 |^1:39,58|. The solvent is C(C)N(CC)CC (triethylamine). The reagents and catalysts are Cl[Pd]([P](C1=CC=CC=C1)(C2=CC=CC=C2)C3=CC=CC=C3)([P](C4=CC=CC=C4)(C5=CC=CC=C5)C6=CC=CC=C6)Cl (dichlorobis(triphenylphosphine)palladium(II)), [Cu]I (copper(I) iodide). Starting materials: CC(CC=1SC=CC1)N (1-methyl-2-thiophen-2-ylethylamine), ClC(C)Cl (dichloroethane), ClC(Cl)(OC(OC(Cl)(Cl)Cl)=O)Cl (triphosgene). Conditions: time 1 hour. Yields the product N(=C=O)C(CC=1SC=CC1)C (2-(2-Isocyanato-propyl)-thiophene). As a reaction SMILES: [CH3:1][CH:2]([NH2:9])[CH2:3][C:4]1[S:5][CH:6]=[CH:7][CH:8]=1.ClC(Cl)C.Cl[C:15](Cl)([O:17]C(=O)OC(Cl)(Cl)Cl)Cl>>[N:9]([CH:2]([CH3:1])[CH2:3][C:4]1[S:5][CH:6]=[CH:7][CH:8]=1)=[C:15]=[O:17]. Procedure details: To a solution of 1-methyl-2-thiophen-2-ylethylamine (2 g, 14.2 mmol) in dichloroethane (30 ml) triethylamine (4.3 g, 42.6 mmol) and triphosgene (2.1 g, 7.1 mmol) were added. The reaction mixture stirred for 1 h and concentrated on rotary evaporator. Diethyl ether is added, and the resulting mixture is filtered. Ether solution is concentrated, and the resulting oil is used in the next step without purification.